From a dataset of the Open Reaction Database (ORD), a public repository of structured organic reaction records. describe an organic reaction: reactants, conditions, products, and yield Starting materials: solution, Cl (hydrogen chloride), OC(COC1=NOC(=C1C)C1=CC=CC=C1)CN1CCOCC1 (3-(2-Hydroxy-3-morpholinopropoxy)-4-methyl-5-phenylisoxazole). Run in O1CCOCC1 (dioxane), C(C)O (ethanol). Reaction conditions: time 3 hour. The product is Cl.OC(COC1=NOC(=C1C)C1=CC=CC=C1)CN1CCOCC1 (3-(2-Hydroxy-3-morpholinopropoxy)-4-methyl-5-phenylisoxazole hydrochloride). The yield is 90.4%. Reaction SMILES: [ClH:1].[OH:2][CH:3]([CH2:18][N:19]1[CH2:24][CH2:23][O:22][CH2:21][CH2:20]1)[CH2:4][O:5][C:6]1[C:10]([CH3:11])=[C:9]([C:12]2[CH:17]=[CH:16][CH:15]=[CH:14][CH:13]=2)[O:8][N:7]=1>O1CCOCC1.C(O)C>[ClH:1].[OH:2][CH:3]([CH2:18][N:19]1[CH2:20][CH2:21][O:22][CH2:23][CH2:24]1)[CH2:4][O:5][C:6]1[C:10]([CH3:11])=[C:9]([C:12]2[CH:17]=[CH:16][CH:15]=[CH:14][CH:13]=2)[O:8][N:7]=1 |f:4.5|. Reported procedure: 2.75 ml of a 4N solution of hydrogen chloride in dioxane were added to a solution of 3.18 g of 3-(2-hydroxy-3-morpholinopropoxy)-4-methyl-5-phenylisozazole (prepared as described in Example 5) in 50 ml of ethanol, and the mixture was stirred at room temperature for 3 hours. At the end of this time, the crystalline substance which deposited was recrystallized from ethanol, to give 3.20 g (yield 90.4%) of the title compound as colorless granules, melting at 189°-191° C. (with decomposition). Reactants: [Cl-], Nc1nc2ccccc2s1, c1ccncc1, O=C(O)c1ccco1. Product: O=C(Nc1nc2ccccc2s1)c1ccco1. RXN SMILES: [Cl-:11].[NH2:1][c:2]1[s:3][c:4]2[c:5]([n:6]1)[cH:7][cH:8][cH:9][cH:10]2.[cH:20]1[cH:21][cH:22][n:23][cH:24][cH:25]1.[o:12]1[c:13]([C:17](=[O:18])[OH:19])[cH:14][cH:15][cH:16]1>>[NH:1]([c:2]1[s:3][c:4]2[c:5]([n:6]1)[cH:7][cH:8][cH:9][cH:10]2)[C:17]([c:13]1[o:12][cH:16][cH:15][cH:14]1)=[O:18]. Reactants: COc1ccc(-c2c(-c3ccccc3)oc3nc[nH]c(=O)c23)cc1, Cl, N, O, O=P(Cl)(Cl)Cl. Product: COc1ccc(-c2c(-c3ccccc3)oc3ncnc(Cl)c23)cc1. RXN SMILES: [CH3:1][O:2][c:3]1[cH:4][cH:5][c:6](-[c:9]2[c:10](-[c:19]3[cH:20][cH:21][cH:22][cH:23][cH:24]3)[o:11][c:12]3[n:13][cH:14][nH:15][c:16](=[O:18])[c:17]23)[cH:7][cH:8]1.[ClH:30].[NH3:31].[OH2:32].[P:25]([Cl:26])([Cl:27])([Cl:28])=[O:29]>>[CH3:1][O:2][c:3]1[cH:4][cH:5][c:6](-[c:9]2[c:10](-[c:19]3[cH:20][cH:21][cH:22][cH:23][cH:24]3)[o:11][c:12]3[n:13][cH:14][n:15][c:16]([Cl:27])[c:17]23)[cH:7][cH:8]1. Starting materials: COc1cc(C)c(S(=O)(=O)N2C=CNC(=O)C2CC(=O)OC(C)(C)C)c(C)c1, ClCCl, O=C(O)C(F)(F)F. Product: COc1cc(C)c(S(=O)(=O)N2C=CNC(=O)C2CC(=O)O)c(C)c1. RXN SMILES: [CH3:8][O:9][c:10]1[cH:11][c:12]([CH3:35])[c:13]([S:17](=[O:18])(=[O:19])[N:20]2[CH:21]([CH2:27][C:28](=[O:29])[O:30][C:31]([CH3:32])([CH3:33])[CH3:34])[C:22](=[O:26])[NH:23][CH:24]=[CH:25]2)[c:14]([CH3:16])[cH:15]1.[Cl:36][CH2:37][Cl:38].[F:1][C:2]([F:3])([F:4])[C:5]([OH:6])=[O:7]>>[CH3:8][O:9][c:10]1[cH:11][c:12]([CH3:35])[c:13]([S:17](=[O:18])(=[O:19])[N:20]2[CH:21]([CH2:27][C:28](=[O:29])[OH:30])[C:22](=[O:26])[NH:23][CH:24]=[CH:25]2)[c:14]([CH3:16])[cH:15]1. Starting materials: [OH-].[Na+] (sodium hydroxide), C1(CCCCCN1)=O (caprolactam), acyl halides, C(CCCCC(=O)Cl)(=O)Cl (adipoyl dichloride). Product: NCCCCCC(=O)[O-].[Na+] (sodium 6-aminocaproate). The yield is 70.0%. Reaction SMILES: [C:1]1(=[O:8])[NH:7][CH2:6][CH2:5][CH2:4][CH2:3][CH2:2]1.C(Cl)(=O)CCCCC(Cl)=[O:15].[OH-].[Na+:20]>>[NH2:7][CH2:6][CH2:5][CH2:4][CH2:3][CH2:2][C:1]([O-:8])=[O:15].[Na+:20] |f:2.3,4.5|. Procedure details: The literature has described various methods for preparation of TOCAP and related compounds. German Patent 949,568 (Kruckenberg) discloses the reaction of caprolactam with various acyl halides including adipoyl dichloride in the presence of sodium hydroxide. Once sodium 6-aminocaproate has formed, the reactor is charged with a first portion acyl halide, sodium hydroxide and then a final portion acyl halide. A related method is reported by Zinner et al in J. Prakt. Chem. 17, 147-153 (1962). The p... Reactants: CC1C(=O)OC(c2ccccc2)N1C(=O)c1ccccc1, C1CCOC1, C[Si](C)(C)[N-][Si](C)(C)C, COc1ccc(CBr)cc1, [Cl-], [Li+], [NH4+]. Yields the product COc1ccc(CC2(C)C(=O)OC(c3ccccc3)N2C(=O)c2ccccc2)cc1. As a reaction SMILES: [C:1]([c:2]1[cH:3][cH:4][cH:5][cH:6][cH:7]1)(=[O:8])[N:9]1[CH:10]([c:16]2[cH:17][cH:18][cH:19][cH:20][cH:21]2)[O:11][C:12](=[O:15])[CH:13]1[CH3:14].[CH2:44]1[O:45][CH2:46][CH2:47][CH2:48]1.[CH3:23][Si:24]([N-:25][Si:26]([CH3:27])([CH3:28])[CH3:29])([CH3:30])[CH3:31].[CH3:32][O:33][c:34]1[cH:35][cH:36][c:37]([CH2:38][Br:39])[cH:40][cH:41]1.[Cl-:42].[Li+:22].[NH4+:43]>>[C:1]([c:2]1[cH:3][cH:4][cH:5][cH:6][cH:7]1)(=[O:8])[N:9]1[CH:10]([c:16]2[cH:17][cH:18][cH:19][cH:20][cH:21]2)[O:11][C:12](=[O:15])[C:13]1([CH3:14])[CH2:38][c:37]1[cH:36][cH:35][c:34]([O:33][CH3:32])[cH:41][cH:40]1. The reactants are C(C)N(C=1C=C(C(=C2C=C(NC12)C(=O)OCC)C)C)S(=O)(=O)C=1SC=CC1 (ethyl 7-[ethyl(2-thienylsulfonyl)amino]-4,5-dimethyl-1H-indole-2-carboxylate), CO (methanol), [OH-].[K+] (potassium hydroxide), C(CC(O)(C(=O)O)CC(=O)O)(=O)O (citric acid). The solvent is O1CCCC1 (tetrahydrofuran). Conditions: time 6 hour. Yields the product C(C)N(C=1C=C(C(=C2C=C(NC12)C(=O)O)C)C)S(=O)(=O)C=1SC=CC1 (7-[ethyl(2-thienylsulfonyl)amino]-4,5-dimethyl-1H-indole-2-carboxylic acid). Yield: 102.3%. Reaction SMILES: [CH2:1]([N:3]([S:20]([C:23]1[S:24][CH:25]=[CH:26][CH:27]=1)(=[O:22])=[O:21])[C:4]1[CH:5]=[C:6]([CH3:19])[C:7]([CH3:18])=[C:8]2[C:12]=1[NH:11][C:10]([C:13]([O:15]CC)=[O:14])=[CH:9]2)[CH3:2].CO.[OH-].[K+].C(O)(=O)CC(CC(O)=O)(C(O)=O)O>O1CCCC1>[CH2:1]([N:3]([S:20]([C:23]1[S:24][CH:25]=[CH:26][CH:27]=1)(=[O:21])=[O:22])[C:4]1[CH:5]=[C:6]([CH3:19])[C:7]([CH3:18])=[C:8]2[C:12]=1[NH:11][C:10]([C:13]([OH:15])=[O:14])=[CH:9]2)[CH3:2] |f:2.3|. Reported procedure: To a mixed solution of ethyl 7-[ethyl(2-thienylsulfonyl)amino]-4,5-dimethyl-1H-indole-2-carboxylate (210 mg) in tetrahydrofuran (8 ml)-methanol (8 mL) was added aqueous solution (5 mL) of 85% potassium hydroxide (100 mg), and the mixture was stirred at room temperature for 6 hr. The reaction solution was acidified with aqueous citric acid solution, extracted with ethyl acetate, washed with saturated brine, dried over anhydrous magnesium sulfate, and concentrated under reduced pressure to give 7-... The reactants are O=[N+]([O-])c1cc(-c2ncc(C(F)(F)F)cc2Cl)ccc1F, N, C1CCOC1. Yields the product Nc1ccc(-c2ncc(C(F)(F)F)cc2Cl)cc1[N+](=O)[O-]. RXN SMILES: [Cl:1][c:2]1[c:3](-[c:12]2[cH:13][c:14]([N+:19](=[O:20])[O-:21])[c:15]([F:18])[cH:16][cH:17]2)[n:4][cH:5][c:6]([C:8]([F:9])([F:10])[F:11])[cH:7]1.[NH3:22].[O:23]1[CH2:24][CH2:25][CH2:26][CH2:27]1>>[Cl:1][c:2]1[c:3](-[c:12]2[cH:13][c:14]([N+:19](=[O:20])[O-:21])[c:15]([NH2:22])[cH:16][cH:17]2)[n:4][cH:5][c:6]([C:8]([F:9])([F:10])[F:11])[cH:7]1. Reactants: CC(CCCC(C)=O)C (6-methylheptanone), CC(C)CC=O (isovaleral). The product is CCC(CCCCC)=O (methylheptanone). The yield is 95.4%. As a reaction SMILES: C[CH:2]([CH3:9])[CH2:3][CH2:4][CH2:5][C:6](=[O:8])[CH3:7].[CH3:10]C(CC=O)C>>[CH3:10][CH2:7][C:6](=[O:8])[CH2:5][CH2:4][CH2:3][CH2:2][CH3:9]. Reported procedure: Quantification shows that 606.3 g 6-methylheptanone (4.73 mole) were obtained, which corresponds to a 95.4% yield of methylheptanone in relation to isovaleral. The isovaleraldehyde conversion is 99.2%.